Dataset: the Open Reaction Database (ORD), a public repository of structured organic reaction records. Task: describe an organic reaction: reactants, conditions, products, and yield The reactants are COc1c2c(c(C(=O)N(CCCCO[Si](C)(C)C(C)(C)C)CCOCc3ccccc3)[nH]c1=O)CCN(Cc1ccc(F)c(Cl)c1)C2=O, CCCC[N+](CCCC)(CCCC)CCCC, C1CCOC1, [F-]. Product: COc1c2c(c(C(=O)N(CCCCO)CCOCc3ccccc3)[nH]c1=O)CCN(Cc1ccc(F)c(Cl)c1)C2=O. RXN SMILES: [CH2:1]([c:2]1[cH:3][cH:4][cH:5][cH:6][cH:7]1)[O:8][CH2:9][CH2:10][N:11]([C:12](=[O:13])[c:14]1[nH:15][c:16](=[O:36])[c:17]([O:34][CH3:35])[c:18]2[c:23]1[CH2:22][CH2:21][N:20]([CH2:24][c:25]1[cH:26][c:27]([Cl:32])[c:28]([F:31])[cH:29][cH:30]1)[C:19]2=[O:33])[CH2:37][CH2:38][CH2:39][CH2:40][O:41][Si:42]([C:43]([CH3:44])([CH3:45])[CH3:46])([CH3:47])[CH3:48].[CH2:50]([N+:51]([CH2:52][CH2:53][CH2:54][CH3:55])([CH2:56][CH2:57][CH2:58][CH3:59])[CH2:60][CH2:61][CH2:62][CH3:63])[CH2:64][CH2:65][CH3:66].[CH2:67]1[O:68][CH2:69][CH2:70][CH2:71]1.[F-:49]>>[CH2:1]([c:2]1[cH:3][cH:4][cH:5][cH:6][cH:7]1)[O:8][CH2:9][CH2:10][N:11]([C:12](=[O:13])[c:14]1[nH:15][c:16](=[O:36])[c:17]([O:34][CH3:35])[c:18]2[c:23]1[CH2:22][CH2:21][N:20]([CH2:24][c:25]1[cH:26][c:27]([Cl:32])[c:28]([F:31])[cH:29][cH:30]1)[C:19]2=[O:33])[CH2:37][CH2:38][CH2:39][CH2:40][OH:41]. Starting materials: COC(=O)c1ccccc1COc1ccc(C#N)cc1F, [Li+], C1CCOC1, [OH-], O, O. Yields the product N#Cc1ccc(OCc2ccccc2C(=O)O)c(F)c1. As a reaction SMILES: [CH3:1][O:2][C:3]([c:4]1[c:5]([CH2:10][O:11][c:12]2[c:13]([F:20])[cH:14][c:15]([C:18]#[N:19])[cH:16][cH:17]2)[cH:6][cH:7][cH:8][cH:9]1)=[O:21].[Li+:24].[O:25]1[CH2:26][CH2:27][CH2:28][CH2:29]1.[OH-:23].[OH2:22].[OH2:30]>>[O:2]=[C:3]([c:4]1[c:5]([CH2:10][O:11][c:12]2[c:13]([F:20])[cH:14][c:15]([C:18]#[N:19])[cH:16][cH:17]2)[cH:6][cH:7][cH:8][cH:9]1)[OH:21]. Reactants: C(N)(=O)C1=C(C=C(N=N1)N[C@H]1[C@H](CCCC1)NC(OC(C)(C)C)=O)NC1=CC(=CC(=C1)C)C (tert-butyl (1S,2R)-2-(6-carbamoyl-5-(3,5-dimethylphenylamino)pyridazin-3-ylamino)cyclohexylcarbamate), FC(C(=O)O)(F)F (trifluoroacetic acid). Run in ClCCl (dichloromethane). Run at time 16 hour. Product: N[C@@H]1[C@@H](CCCC1)NC1=CC(=C(N=N1)C(=O)N)NC1=CC(=CC(=C1)C)C (6-((1R,2S)-2-aminocyclohexylamino)-4-(3,5-dimethylphenylamino)pyridazine-3-carboxamide). The yield is 72.7%. As a reaction SMILES: [C:1]([C:4]1[N:9]=[N:8][C:7]([NH:10][C@@H:11]2[CH2:16][CH2:15][CH2:14][CH2:13][C@@H:12]2[NH:17]C(=O)OC(C)(C)C)=[CH:6][C:5]=1[NH:25][C:26]1[CH:31]=[C:30]([CH3:32])[CH:29]=[C:28]([CH3:33])[CH:27]=1)(=[O:3])[NH2:2].FC(F)(F)C(O)=O>ClCCl>[NH2:17][C@H:12]1[CH2:13][CH2:14][CH2:15][CH2:16][C@H:11]1[NH:10][C:7]1[N:8]=[N:9][C:4]([C:1]([NH2:2])=[O:3])=[C:5]([NH:25][C:26]2[CH:31]=[C:30]([CH3:32])[CH:29]=[C:28]([CH3:33])[CH:27]=2)[CH:6]=1. Procedure details: To a solution of tert-butyl (1S,2R)-2-(6-carbamoyl-5-(3,5-dimethylphenylamino)pyridazin-3-ylamino)cyclohexylcarbamate (30 mg, 66.0 mmol) in dichloromethane (1 mL) was added trifluoroacetic acid (151 mg, 102 μL, 1.32 mmol) and the mixture stirred at room temperature for 16 h. The mixture was concentrated in vacuo then diluted with dichloromethane and drops of 25% NH4OH added until the pH was measured to be ˜8. The weakly basic solution was washed with water, then the organic phase was concentrate... The reactants are c1cc2c3c(c1)C1CNCCC1N3CCSC2, C1COCCO1, O=C(CCCCl)c1ccc(F)cc1, [K+], [K+], O=C([O-])[O-], O. Yields the product O=C(CCCN1CCC2C(C1)c1cccc3c1N2CCSC3)c1ccc(F)cc1. RXN SMILES: [CH2:1]1[CH2:2][S:3][CH2:4][c:5]2[cH:6][cH:7][cH:8][c:9]3[c:13]2[N:12]1[CH:11]1[CH:10]3[CH2:17][NH:16][CH2:15][CH2:14]1.[CH2:38]1[O:39][CH2:40][CH2:41][O:42][CH2:43]1.[Cl:18][CH2:19][CH2:20][CH2:21][C:22](=[O:23])[c:24]1[cH:25][cH:26][c:27]([F:30])[cH:28][cH:29]1.[K+:31].[K+:32].[O-:33][C:34]([O-:35])=[O:36].[OH2:37]>>[CH2:1]1[CH2:2][S:3][CH2:4][c:5]2[cH:6][cH:7][cH:8][c:9]3[c:13]2[N:12]1[CH:11]1[CH:10]3[CH2:17][N:16]([CH2:19][CH2:20][CH2:21][C:22](=[O:23])[c:24]2[cH:25][cH:26][c:27]([F:30])[cH:28][cH:29]2)[CH2:15][CH2:14]1. The reactants are N-Succinimidyl 3,4-bis(methoxycarbonyloxy)-phenylacetate, Cl.OC1=C(C=C(CN)C=C1)OC (4-hydroxy-3-methoxybenzylamine hydrochloride), C(O)([O-])=O.[Na+] (sodium hydrogen carbonate), O (water), C(O)([O-])=O.[Na+] (sodium hydrogencarbonate), Cl (hydrochloric acid). The solvent is O1CCOCC1 (1,4-dioxane). Reaction conditions: temperature 80 celsius, time 1 hour. Yields the product OC1=C(C=C(CNC(CC2=CC(=C(C=C2)O)O)=O)C=C1)OC (N-(4-Hydroxy-3-methoxybenzyl)-3,4-dihydroxyphenylacetamide). As a reaction SMILES: Cl.[OH:2][C:3]1[CH:10]=[CH:9][C:6]([CH2:7][NH2:8])=[CH:5][C:4]=1[O:11][CH3:12].[OH2:13].[C:14](=[O:17])([O-])O.[Na+].Cl>O1CCOCC1>[OH:2][C:3]1[CH:10]=[CH:9][C:6]([CH2:7][NH:8][C:14](=[O:17])[CH2:7][C:6]2[CH:9]=[CH:10][C:3]([OH:13])=[C:4]([OH:11])[CH:5]=2)=[CH:5][C:4]=1[O:11][CH3:12] |f:0.1,3.4|. Reported procedure: N-Succinimidyl 3,4-bis(methoxycarbonyloxy)-phenylacetate (500 mg, 1.76 mmol) and 4-hydroxy-3-methoxybenzylamine hydrochloride were dissolved in 20 ml of 1,4-dioxane and 20 ml of water under nitrogen, and sodium hydrogencarbonate (148 mg, 1.76 mmol) was added. The mixture was heated at 80° C. for 2 h, treated with further sodium hydrogen carbonate (325 mg, 3.87 mmol), stirred for a further 1 h at 80° C. and left to cool. The orange-red mixture was acidified using hydrochloric acid (5%) and extrac... Starting materials: Brc1ccc(Br)nc1, O=C1CCC2(CC1)OCCO2. Product: OC1(c2ccc(Br)cn2)CCC2(CC1)OCCO2. As a reaction SMILES: [Br:1][c:2]1[n:3][cH:4][c:5]([Br:8])[cH:6][cH:7]1.[O:9]1[CH2:10][CH2:11][O:12][C:13]12[CH2:14][CH2:15][C:16](=[O:19])[CH2:17][CH2:18]2>>[c:2]1([C:16]2([OH:19])[CH2:15][CH2:14][C:13]3([O:9][CH2:10][CH2:11][O:12]3)[CH2:18][CH2:17]2)[n:3][cH:4][c:5]([Br:8])[cH:6][cH:7]1. Starting materials: ClC1=CC=C(C=C1)N1CCNCC1 (1-(4-chlorophenyl)piperazine), N=1NC(=C2CCCCC12)CCC(=O)O (3-(4,5,6,7-tetrahydro-2H-indazol-3-yl)propionic acid), ClC1=CC=C(C=C1)C1CCNCC1 (4-(4-chlorophenyl)piperidine). The product is ClC1=CC=C(C=C1)N1CCN(CC1)CCCC=1NN=C2C1CCCCC2 (3-(3-(4-(4-chlorophenyl)piperazin-1-yl)propyl)-2,4,5,6,7,8-hexahydrocycloheptapyrazol). Reaction SMILES: [Cl:1][C:2]1[CH:7]=[CH:6][C:5]([N:8]2[CH2:13][CH2:12][NH:11][CH2:10][CH2:9]2)=[CH:4][CH:3]=1.[N:14]1[NH:15][C:16]([CH2:23][CH2:24][C:25](O)=O)=[C:17]2[C:22]=1[CH2:21][CH2:20][CH2:19][CH2:18]2.Cl[C:29]1C=CC(C2CCNCC2)=CC=1>>[Cl:1][C:2]1[CH:3]=[CH:4][C:5]([N:8]2[CH2:13][CH2:12][N:11]([CH2:25][CH2:24][CH2:23][C:16]3[NH:15][N:14]=[C:22]4[CH2:21][CH2:20][CH2:19][CH2:18][CH2:29][C:17]=34)[CH2:10][CH2:9]2)=[CH:6][CH:7]=1. Procedure: In the same manner as in Example 102 except that 3-(2,4,5,6,7,8-hexahydrocycloheptapyrazol-3-yl)propionic acid obtained in Starting Material Synthesis Example 5 and 1-(4-chlorophenyl)piperazine are used instead of 3-(4,5,6,7-tetrahydro-2H-indazol-3-yl)propionic acid obtained in Starting Material Synthesis Example 1 and 4-(4-chlorophenyl)piperidine, 3-(3-(4-(4-chlorophenyl)piperazin-1-yl)propyl)-2,4,5,6,7,8-hexahydrocycloheptapyrazol is obtained. Starting materials: S1C(=CC=C1)C(C(=O)O)=O (thienylglyoxylic acid), S1C(=CC=C1)C(=O)Cl (thiophene carboxylic acid chloride), [C-]#N.[Na+] (sodium cyanide). Solvent: C(Cl)Cl (methylene chloride). The product is S1C(=CC=C1)C(=O)C#N (thiophene carboxylic acid cyanide). RXN SMILES: [S:1]1[CH:5]=[CH:4][CH:3]=[C:2]1[C:6](=[O:10])[C:7](O)=O.S1C=CC=C1C(Cl)=O.[C-]#[N:20].[Na+]>C(Cl)Cl>[S:1]1[CH:5]=[CH:4][CH:3]=[C:2]1[C:6]([C:7]#[N:20])=[O:10] |f:2.3|. Procedure: A process for preparing thienylglyoxylic acid which comprises reacting thiophene carboxylic acid chloride with aqueous sodium cyanide in methylene chloride solvent and in the presence of a phase transfer catalyst to form thiophene carboxylic acid cyanide and then reacting said thiophene carboxylic acid cyanide with concentrated hydrochloric acid at a temperature and for a time sufficient to form thienylglyoxylic acid. Starting materials: NC1=NC(=NC=C1OC)OC (4-amino-2,5-dimethoxypyrimidine), NO (hydroxylamine), O (water), O (water), NO (hydroxylamine), C(C)OC(=O)N=C=S (ethoxy carbonylisothiocyanate), NC1=NC(=NC=C1OC)OC (4-amino-2,5-dimethoxypyrimidine), amine. The solvent is C1(=CC=CC=C1)C (toluene). Reaction conditions: temperature 87 celsius, time 8 hour. Product: NC1=NN2C(=NC=C(C2=N1)OC)OC (2-amino-5,8-dimethoxy[1,2,4]triazolo[1,5-c]pyrimidine). The yield is 70.4%. RXN SMILES: [NH2:1][C:2]1[C:7]([O:8][CH3:9])=[CH:6][N:5]=[C:4]([O:10][CH3:11])[N:3]=1.C(OC([N:17]=[C:18]=S)=O)C.O.[NH2:21]O>C1(C)C=CC=CC=1>[NH2:21][C:18]1[N:1]=[C:2]2[N:3]([C:4]([O:10][CH3:11])=[N:5][CH:6]=[C:7]2[O:8][CH3:9])[N:17]=1. Reported procedure: To a 700 mL jacketed vessel equipped with a mechanical stirrer, a dual pH/temperature probe, a nitrogen inlet, and a reflux condenser was added sequentially 27.9 g (0.180 mol) of 4-amino-2,5-dimethoxypyrimidine followed by 165.4 g (0.207 mol) of 16.4 wt % ethoxy carbonylisothiocyanate solution in toluene. The reaction mixture was heated to gentle reflux (87° C.) for 7 h at which time liquid chromatographic (LC) analysis indicated ˜95% conversion of starting 4-amino-2,5-dimethoxypyrimidine. The r...